Dataset: the Open Reaction Database (ORD), a public repository of structured organic reaction records. Task: describe an organic reaction: reactants, conditions, products, and yield Reactants: Fc1ccc(C(CCCCl)c2ccc(F)cc2)cc1, c1ccc2c(c1)COC21CCNCC1. The product is Cl, Fc1ccc(C(CCCN2CCC3(CC2)OCc2ccccc23)c2ccc(F)cc2)cc1. As a reaction SMILES: [Cl:15][CH2:16][CH2:17][CH2:18][CH:19]([c:20]1[cH:21][cH:22][c:23]([F:26])[cH:24][cH:25]1)[c:27]1[cH:28][cH:29][c:30]([F:33])[cH:31][cH:32]1.[NH:1]1[CH2:2][CH2:3][C:4]2([O:5][CH2:6][c:7]3[cH:8][cH:9][cH:10][cH:11][c:12]32)[CH2:13][CH2:14]1>>[ClH:15].[N:1]1([CH2:16][CH2:17][CH2:18][CH:19]([c:20]2[cH:21][cH:22][c:23]([F:26])[cH:24][cH:25]2)[c:27]2[cH:28][cH:29][c:30]([F:33])[cH:31][cH:32]2)[CH2:2][CH2:3][C:4]2([O:5][CH2:6][c:7]3[cH:8][cH:9][cH:10][cH:11][c:12]32)[CH2:13][CH2:14]1. The reactants are CNC(=O)C1=NC=CC(=C1)OC1=CC=C(C=C1)N (4-(4-Aminophenoxy)pyridine-2-carboxylic acid methylamide), [OH-].[K+] (potassium hydroxide), C[Si](C)(C)Cl (trimethylsilylchloride), Cl (hydrochloric acid). Run in C(C)O (ethanol), O (water). Reaction conditions: temperature 90 celsius, time 48 hour. Product: COC(=O)C1=NC=CC(=C1)OC1=CC=C(C=C1)N (4-(4-Amino-phenoxy)pyridine-2-carboxylic acid methyl ester). The yield is 41.6%. RXN SMILES: CN[C:3]([C:5]1[CH:10]=[C:9]([O:11][C:12]2[CH:17]=[CH:16][C:15]([NH2:18])=[CH:14][CH:13]=2)[CH:8]=[CH:7][N:6]=1)=[O:4].[OH-:19].[K+].Cl.[CH3:22][Si](Cl)(C)C>C(O)C.O>[CH3:22][O:19][C:3]([C:5]1[CH:10]=[C:9]([O:11][C:12]2[CH:17]=[CH:16][C:15]([NH2:18])=[CH:14][CH:13]=2)[CH:8]=[CH:7][N:6]=1)=[O:4] |f:1.2|. Procedure: A mixture of 4-(4-Aminophenoxy)pyridine-2-carboxylic acid methylamide (15.0 g, 61.7 mmol) and potassium hydroxide (34.6 g, 617 mmol) in ethanol (400 mL) and water (40 mL) was stirred at 90° C. for 48 h. After cooling to RT, 2.0 N hydrochloric acid was slowly added to the reaction mixture until pH=5. The solvent was removed completely and the residue redissolved in MeOH (400 mL). After slow addition of trimethylsilylchloride (178 mL, 140 mmol, 2.27 eq) at 0° C., the reaction mixture was stirred a...